Dataset: the Open Reaction Database (ORD), a public repository of structured organic reaction records. Task: describe an organic reaction: reactants, conditions, products, and yield Reactants: F[B-](F)(F)F, C=CCOC(=O)NC(CCCC)C(=O)O, CCN(C(C)C)C(C)C, Cl, C1COCCO1, C=Cc1ccc2nc(-c3ccccc3)cc(OC3CC(C(=O)OCC[Si](C)(C)C)N(C(=O)OC(C)(C)C)C3)c2c1, CN(C)C(On1nnc2ccccc21)=[N+](C)C. Product: C=CCOC(=O)NC(CCCC)C(=O)N1CC(Oc2cc(-c3ccccc3)nc3ccc(C=C)cc23)CC1C(=O)OCC[Si](C)(C)C. Reaction SMILES: [B-:72]([F:73])([F:74])([F:75])[F:76].[CH2:48]([CH:49]=[CH2:50])[O:51][C:52](=[O:53])[NH:54][CH:55]([CH2:56][CH2:57][CH2:58][CH3:59])[C:60](=[O:61])[OH:62].[CH:63]([N:64]([CH2:65][CH3:66])[CH:67]([CH3:68])[CH3:69])([CH3:70])[CH3:71].[ClH:41].[O:42]1[CH2:43][CH2:44][O:45][CH2:46][CH2:47]1.[c:1]1(-[c:7]2[n:8][c:9]3[cH:10][cH:11][c:12]([CH:39]=[CH2:40])[cH:13][c:14]3[c:15]([O:17][CH:18]3[CH2:19][CH:20]([C:30](=[O:31])[O:32][CH2:33][CH2:34][Si:35]([CH3:36])([CH3:37])[CH3:38])[N:21]([C:23]([O:24][C:25]([CH3:26])([CH3:27])[CH3:28])=[O:29])[CH2:22]3)[cH:16]2)[cH:2][cH:3][cH:4][cH:5][cH:6]1.[n:77]1([O:78][C:79]([N:80]([CH3:81])[CH3:82])=[N+:83]([CH3:84])[CH3:85])[c:86]2[cH:87][cH:88][cH:89][cH:90][c:91]2[n:92][n:93]1>>[c:1]1(-[c:7]2[n:8][c:9]3[cH:10][cH:11][c:12]([CH:39]=[CH2:40])[cH:13][c:14]3[c:15]([O:17][CH:18]3[CH2:19][CH:20]([C:30](=[O:31])[O:32][CH2:33][CH2:34][Si:35]([CH3:36])([CH3:37])[CH3:38])[N:21]([C:60]([CH:55]([NH:54][C:52]([O:51][CH2:48][CH:49]=[CH2:50])=[O:53])[CH2:56][CH2:57][CH2:58][CH3:59])=[O:61])[CH2:22]3)[cH:16]2)[cH:2][cH:3][cH:4][cH:5][cH:6]1.